From a dataset of the Open Reaction Database (ORD), a public repository of structured organic reaction records. describe an organic reaction: reactants, conditions, products, and yield Starting materials: CC(C)O, N#Cc1cc2c(Cl)ccnc2cc1O, Cl, Cc1[nH]c2ccc(N)cc2c1C. Product: Cc1[nH]c2ccc(Nc3ccnc4cc(O)c(C#N)cc34)cc2c1C. As a reaction SMILES: [CH:28]([OH:29])([CH3:30])[CH3:31].[Cl:1][c:2]1[cH:3][cH:4][n:5][c:6]2[cH:7][c:8]([OH:14])[c:9]([C:12]#[N:13])[cH:10][c:11]12.[ClH:27].[NH2:15][c:16]1[cH:17][c:18]2[c:19]([CH3:26])[c:20]([CH3:25])[nH:21][c:22]2[cH:23][cH:24]1>>[c:2]1([NH:15][c:16]2[cH:17][c:18]3[c:19]([CH3:26])[c:20]([CH3:25])[nH:21][c:22]3[cH:23][cH:24]2)[cH:3][cH:4][n:5][c:6]2[cH:7][c:8]([OH:14])[c:9]([C:12]#[N:13])[cH:10][c:11]12. Reactants: NC=1C=CC=C2C(=C(NC12)C(CC)=O)C (1-(7-amino-3-methyl-1H-indol-2-yl)propan-1-one), S1C(=CC=C1)S(=O)(=O)Cl (thiophene-2-sulfonyl chloride). Run in N1=CC=CC=C1 (pyridine). Run at time 2 hour. The product is CC1=C(NC2=C(C=CC=C12)NS(=O)(=O)C=1SC=CC1)C(CC)=O (N-(3-Methyl-2-propionyl-1H-indol-7-yl)thiophene-2-sulfonamide). Yield: 64.9%. Reaction SMILES: [NH2:1][C:2]1[CH:3]=[CH:4][CH:5]=[C:6]2[C:10]=1[NH:9][C:8]([C:11](=[O:14])[CH2:12][CH3:13])=[C:7]2[CH3:15].[S:16]1[CH:20]=[CH:19][CH:18]=[C:17]1[S:21](Cl)(=[O:23])=[O:22]>N1C=CC=CC=1>[CH3:15][C:7]1[C:6]2[C:10](=[C:2]([NH:1][S:21]([C:17]3[S:16][CH:20]=[CH:19][CH:18]=3)(=[O:23])=[O:22])[CH:3]=[CH:4][CH:5]=2)[NH:9][C:8]=1[C:11](=[O:14])[CH2:12][CH3:13]. Procedure: To a mixture of 1-(7-amino-3-methyl-1H-indol-2-yl)propan-1-one (0.17 g) and pyridine (6 mL) was added thiophene-2-sulfonyl chloride (0.18 g) at 0° C., and the mixture was stirred at room temperature for 2 hr. The reaction mixture was concentrated, 10% aqueous citric acid solution was added, and the resulting crystals were filtrated, washed with water and dried. The obtained crystals were subjected to silica gel column chromatography, and eluted with ethyl acetate. The eluate was treated with act... Starting materials: [Al+3], NC(=O)C(N)Cc1ccc(Cl)cc1, Cl, [H-], [H-], [H-], [H-], [Li+], C1CCOC1, O. Product: NCC(N)Cc1ccc(Cl)cc1. As a reaction SMILES: [Al+3:16].[Cl:1][c:2]1[cH:3][cH:4][c:5]([CH2:6][CH:7]([NH2:8])[C:9](=[O:10])[NH2:11])[cH:12][cH:13]1.[ClH:14].[H-:15].[H-:18].[H-:19].[H-:20].[Li+:17].[O:22]1[CH2:23][CH2:24][CH2:25][CH2:26]1.[OH2:21]>>[Cl:1][c:2]1[cH:3][cH:4][c:5]([CH2:6][CH:7]([NH2:8])[CH2:9][NH2:11])[cH:12][cH:13]1. The reactants are COC=1NC(=C(C(N1)C1=CC(=CC=C1)[N+](=O)[O-])C(=O)OC(C)C)C (1,4-dihydro-2-methoxy-6-methyl-4-(3-nitrophenyl)-5-pyrimidinecarboxylic acid, 1-methyethyl ester), C([O-])([O-])=O.[K+].[K+] (potassium carbonate), C(C1=CC=CC=C1)N(C)CCCCl (N-benzyl-3-chloro-N-methylpropylamine), C1COCCOCCOCCOCCOCCO1 (18-crown-6). Run in CN(C=O)C (dimethylformamide), CCOCC (ether). Yields the product COC=1N(C(C(=C(N1)C1=CC(=CC=C1)[N+](=O)[O-])C(=O)OC(C)C)C)CCCN(CC1=CC=CC=C1)C (1,6-Dihydro-2-methoxy-6-methyl-1-[3-[methyl(phenylmethyl)amino]propyl]-4-(3-nitrophenyl)-5-pyrimidinecarboxylic acid, 1-methylethyl ester). Isolated yield 50.9%. RXN SMILES: [CH3:1][O:2][C:3]1[NH:4][C:5]([CH3:24])=[C:6]([C:18]([O:20][CH:21]([CH3:23])[CH3:22])=[O:19])[CH:7]([C:9]2[CH:14]=[CH:13][CH:12]=[C:11]([N+:15]([O-:17])=[O:16])[CH:10]=2)[N:8]=1.C(=O)([O-])[O-].[K+].[K+].[CH2:31]([N:38]([CH2:40][CH2:41][CH2:42]Cl)[CH3:39])[C:32]1[CH:37]=[CH:36][CH:35]=[CH:34][CH:33]=1.C1OCCOCCOCCOCCOCCOC1>CN(C)C=O.CCOCC>[CH3:1][O:2][C:3]1[N:4]([CH2:42][CH2:41][CH2:40][N:38]([CH3:39])[CH2:31][C:32]2[CH:37]=[CH:36][CH:35]=[CH:34][CH:33]=2)[CH:5]([CH3:24])[C:6]([C:18]([O:20][CH:21]([CH3:22])[CH3:23])=[O:19])=[C:7]([C:9]2[CH:14]=[CH:13][CH:12]=[C:11]([N+:15]([O-:17])=[O:16])[CH:10]=2)[N:8]=1 |f:1.2.3|. Procedure details: A solution of 1,4-dihydro-2-methoxy-6-methyl-4-(3-nitrophenyl)-5-pyrimidinecarboxylic acid, 1-methyethyl ester (2.0 g, 6.0 mmol) in dimethylformamide (7.0 ml) was treated with finely ground potassium carbonate (1.7 g, 12.0 mmoles), N-benzyl-3-chloro-N-methylpropylamine (2.37 g, 12.0 mmol) and a catalytic amount of 18-crown-6. The reaction was heated at 70°-75° C. under argon overnight. The reaction was allowed to cool down to room temperature and was diluted with ether. It was filtered, and the ...